Dataset: the Open Reaction Database (ORD), a public repository of structured organic reaction records. Task: describe an organic reaction: reactants, conditions, products, and yield The reactants are O1C(=CC=C1)SCCC(=O)OCC (ethyl 3-(furylthio)propanoate), O.NN (hydrazine hydrate), CCO (EtOH). Run at time 24 hour. The product is O1C(=CC=C1)CSCCC(=O)NN (3-[(2-furanylmethyl)thio]propanoic acid, hydrazide). RXN SMILES: O1[CH:5]=[CH:4][CH:3]=[C:2]1[S:6][CH2:7][CH2:8][C:9]([O:11]CC)=O.[OH2:14].[NH2:15][NH2:16].[CH3:17]CO>>[O:14]1[CH:17]=[CH:5][CH:4]=[C:3]1[CH2:2][S:6][CH2:7][CH2:8][C:9]([NH:15][NH2:16])=[O:11] |f:1.2|. Procedure details: To a stirring 10 mL EtOH solution of 4.29 g (20 mmol) of ethyl 3-(furylthio)propanoate was added 0.71 g (22 mmol) of hydrazine hydrate. After heating at reflux for 24 hours, the reaction was stirred for 24 hours at room temperature. The solvent was then removed under vacuum, and the residue was dissolved in EtOH and filtered through a bed of charcoal. 2.77 g (69%) of product, which was a water white viscous liquid, was recovered and was employed immediately in the manner described in Example 13,... The reactants are O=C([O-])[O-], C1COCCO1, [K+], [K+], BrCCOc1ccccc1, O=C(Oc1ccccc1)c1ccc(O)cc1. The product is O=C(Oc1ccccc1)c1ccc(OCCOc2ccccc2)cc1. Reaction SMILES: [C:27](=[O:28])([O-:29])[O-:30].[CH2:33]1[O:34][CH2:35][CH2:36][O:37][CH2:38]1.[K+:31].[K+:32].[O:17]([c:18]1[cH:19][cH:20][cH:21][cH:22][cH:23]1)[CH2:24][CH2:25][Br:26].[OH:1][c:2]1[cH:3][cH:4][c:5]([C:6](=[O:7])[O:8][c:9]2[cH:10][cH:11][cH:12][cH:13][cH:14]2)[cH:15][cH:16]1>>[O:1]([c:2]1[cH:3][cH:4][c:5]([C:6](=[O:7])[O:8][c:9]2[cH:10][cH:11][cH:12][cH:13][cH:14]2)[cH:15][cH:16]1)[CH2:25][CH2:24][O:17][c:18]1[cH:19][cH:20][cH:21][cH:22][cH:23]1. Starting materials: C[Si](C)(C)CCOCn1nc2c(CO)cc(C(F)(F)F)cc2c1Br, O=C1CCC(=O)N1Br, CCOC(C)=O, C1CCOC1, c1ccc(P(c2ccccc2)c2ccccc2)cc1. Yields the product C[Si](C)(C)CCOCn1nc2c(CBr)cc(C(F)(F)F)cc2c1Br. As a reaction SMILES: [Br:1][c:2]1[n:3]([CH2:17][O:18][CH2:19][CH2:20][Si:21]([CH3:22])([CH3:23])[CH3:24])[n:4][c:5]2[c:6]([CH2:15][OH:16])[cH:7][c:8]([C:11]([F:12])([F:13])[F:14])[cH:9][c:10]12.[Br:44][N:45]1[C:46](=[O:47])[CH2:48][CH2:49][C:50]1=[O:51].[CH3:57][CH2:58][O:59][C:60](=[O:61])[CH3:62].[O:52]1[CH2:53][CH2:54][CH2:55][CH2:56]1.[c:25]1([P:26]([c:27]2[cH:28][cH:29][cH:30][cH:31][cH:32]2)[c:33]2[cH:34][cH:35][cH:36][cH:37][cH:38]2)[cH:39][cH:40][cH:41][cH:42][cH:43]1>>[Br:1][c:2]1[n:3]([CH2:17][O:18][CH2:19][CH2:20][Si:21]([CH3:22])([CH3:23])[CH3:24])[n:4][c:5]2[c:6]([CH2:15][Br:44])[cH:7][c:8]([C:11]([F:12])([F:13])[F:14])[cH:9][c:10]12. Reactants: C(C)OC([C@H](CC(C)C)N1C(C=C(C1)OC1=C(C(=CC=C1)N(C)C)F)=O)=O ((S)-2-[4-(3-dimethylamino-2-fluoro-phenoxy)-2-oxo-2,5-dihydro-pyrrol-1-yl]-4-methyl-pentanoic acid ethyl ester), O.[OH-].[Li+] (lithium hydroxide monohydrate). The solvent is O1CCCC1 (tetrahydrofuran). Run at temperature 20 celsius, time 2 hour. Yields the product [Li+].CN(C=1C(=C(OC2=CC(N(C2)[C@H](C(=O)[O-])CC(C)C)=O)C=CC1)F)C ((S)-2-[4-(3-dimethylamino-2-fluoro-phenoxy)-2-oxo-2,5-dihydro-pyrrol-1-yl]-4-methyl-pentanoic acid lithium salt). Isolated yield 72.1%. Reaction SMILES: C([O:3][C:4](=[O:27])[C@@H:5]([N:10]1[CH2:14][C:13]([O:15][C:16]2[CH:21]=[CH:20][CH:19]=[C:18]([N:22]([CH3:24])[CH3:23])[C:17]=2[F:25])=[CH:12][C:11]1=[O:26])[CH2:6][CH:7]([CH3:9])[CH3:8])C.O.[OH-].[Li+:30]>O1CCCC1>[Li+:30].[CH3:24][N:22]([CH3:23])[C:18]1[C:17]([F:25])=[C:16]([CH:21]=[CH:20][CH:19]=1)[O:15][C:13]1[CH2:14][N:10]([C@@H:5]([CH2:6][CH:7]([CH3:9])[CH3:8])[C:4]([O-:27])=[O:3])[C:11](=[O:26])[CH:12]=1 |f:1.2.3,5.6|. Procedure details: To a solution containing (S)-2-[4-(3-dimethylamino-2-fluoro-phenoxy)-2-oxo-2,5-dihydro-pyrrol-1-yl]-4-methyl-pentanoic acid ethyl ester (0.261 g, 0.001 mol) in tetrahydrofuran (4 mL) was treated with an aqueous solution of lithium hydroxide monohydrate (0.5N, 2 mL, 0.001 mol). The mixture was stirred at 20° C. for 2 h, and the solvents evaporated. The residue was dried under high vacuum and rinsed with diethyl ether to afford (S)-2-[4-(3-dimethylamino-2-fluoro-phenoxy)-2-oxo-2,5-dihydro-pyrrol-1... Reactants: CN(C=1C=CC(=C(N)C1)[N+](=O)[O-])C (5-dimethylamino-2-nitroaniline). Reagents/catalysts: [Pd] (palladium on carbon). The solvent is C(C)(=O)OCC.CO (ethyl acetate methanol). Reaction conditions: time 20.5 hour. Yields the product NC1=C(N)C=CC(=C1)N(C)C (2-amino-4-(dimethylamino)aniline). As a reaction SMILES: [CH3:1][N:2]([CH3:13])[C:3]1[CH:4]=[CH:5][C:6]([N+:10]([O-])=O)=[C:7]([CH:9]=1)[NH2:8]>[Pd].C(OCC)(=O)C.CO>[NH2:8][C:7]1[CH:9]=[C:3]([N:2]([CH3:13])[CH3:1])[CH:4]=[CH:5][C:6]=1[NH2:10] |f:2.3|. Reported procedure: A solution of 5-dimethylamino-2-nitroaniline (1.94 g, 10.7 mmol) in 4:1 ethyl acetate/methanol (200 ml) was treated with 5% palladium on carbon (1.12 g) and stirred under an atmosphere of hydrogen at room temperature for 20.5 h. The suspension was quickly filtered through celite, the residue washed with methanol and the combined filtrate and washings concentrated to give the crude 2-amino-4-(dimethylamino)aniline as a dark brown oil, which was used without further purification in the next step. The reactants are COCNC(=O)C1CCN(C(=O)OC(C)(C)C)CC1, CCc1nc2ccccc2n1-c1nc(N2CCOCC2)c2ncn(C)c2n1, C1CCOC1, CN(C)CCN(C)C, [Li]CCCC. Yields the product CCc1nc2ccccc2n1-c1nc(N2CCOCC2)c2nc(C(=O)C3CCN(C(=O)OC(C)(C)C)CC3)n(C)c2n1. As a reaction SMILES: [C:41]([CH3:42])([CH3:43])([CH3:44])[O:45][C:46](=[O:47])[N:48]1[CH2:49][CH2:50][CH:51]([C:54]([NH:55][CH2:56][O:57][CH3:58])=[O:59])[CH2:52][CH2:53]1.[CH2:1]([CH3:2])[c:3]1[n:4][c:5]2[c:6]([n:7]1-[c:8]1[n:9][c:10]([N:18]3[CH2:19][CH2:20][O:21][CH2:22][CH2:23]3)[c:11]3[n:12][cH:13][n:14]([CH3:17])[c:15]3[n:16]1)[cH:24][cH:25][cH:26][cH:27]2.[CH2:60]1[O:61][CH2:62][CH2:63][CH2:64]1.[CH3:28][N:29]([CH3:30])[CH2:31][CH2:32][N:33]([CH3:34])[CH3:35].[CH3:36][CH2:37][CH2:38][CH2:39][Li:40]>>[CH2:1]([CH3:2])[c:3]1[n:4][c:5]2[c:6]([n:7]1-[c:8]1[n:9][c:10]([N:18]3[CH2:19][CH2:20][O:21][CH2:22][CH2:23]3)[c:11]3[n:12][c:13]([C:54]([CH:51]4[CH2:50][CH2:49][N:48]([C:46]([O:45][C:41]([CH3:42])([CH3:43])[CH3:44])=[O:47])[CH2:53][CH2:52]4)=[O:59])[n:14]([CH3:17])[c:15]3[n:16]1)[cH:24][cH:25][cH:26][cH:27]2. The reactants are CCOc1cccnc1C(=O)OC, CCOc1ccc(-c2nc(CCC(=O)OC)cs2)cc1OCC, COCCOC, CO, [Cl-], [H-], [NH4+], [Na+]. Yields the product CCOc1ccc(-c2nc(CC(C(=O)OC)C(=O)c3ncccc3OCC)cs2)cc1OCC. As a reaction SMILES: [CH2:26]([CH3:27])[O:28][c:29]1[c:30]([C:35](=[O:36])[O:37][CH3:38])[n:31][cH:32][cH:33][cH:34]1.[CH2:3]([CH3:4])[O:5][c:6]1[cH:7][c:8](-[c:15]2[s:16][cH:17][c:18]([CH2:20][CH2:21][C:22](=[O:23])[O:24][CH3:25])[n:19]2)[cH:9][cH:10][c:11]1[O:12][CH2:13][CH3:14].[CH2:41]([CH2:42][O:43][CH3:44])[O:45][CH3:46].[CH3:47][OH:48].[Cl-:39].[H-:1].[NH4+:40].[Na+:2]>>[CH2:3]([CH3:4])[O:5][c:6]1[cH:7][c:8](-[c:15]2[s:16][cH:17][c:18]([CH2:20][CH:21]([C:22](=[O:23])[O:24][CH3:25])[C:35]([c:30]3[c:29]([O:28][CH2:26][CH3:27])[cH:34][cH:33][cH:32][n:31]3)=[O:36])[n:19]2)[cH:9][cH:10][c:11]1[O:12][CH2:13][CH3:14].